Dataset: the Open Reaction Database (ORD), a public repository of structured organic reaction records. Task: describe an organic reaction: reactants, conditions, products, and yield Reactants: COC(=O)c1cccc(C=Cc2ccc(OCc3c(C(C)C)nnn3-c3c(Cl)cccc3Cl)cc2Cl)c1, CO, [Na+], [OH-]. Product: CC(C)c1nnn(-c2c(Cl)cccc2Cl)c1COc1ccc(C=Cc2cccc(C(=O)O)c2)c(Cl)c1. As a reaction SMILES: [CH3:1][O:2][C:3]([c:4]1[cH:5][c:6]([CH:10]=[CH:11][c:12]2[c:13]([Cl:36])[cH:14][c:15]([O:18][CH2:19][c:20]3[n:21](-[c:28]4[c:29]([Cl:35])[cH:30][cH:31][cH:32][c:33]4[Cl:34])[n:22][n:23][c:24]3[CH:25]([CH3:26])[CH3:27])[cH:16][cH:17]2)[cH:7][cH:8][cH:9]1)=[O:37].[CH3:40][OH:41].[Na+:39].[OH-:38]>>[O:2]=[C:3]([c:4]1[cH:5][c:6]([CH:10]=[CH:11][c:12]2[c:13]([Cl:36])[cH:14][c:15]([O:18][CH2:19][c:20]3[n:21](-[c:28]4[c:29]([Cl:35])[cH:30][cH:31][cH:32][c:33]4[Cl:34])[n:22][n:23][c:24]3[CH:25]([CH3:26])[CH3:27])[cH:16][cH:17]2)[cH:7][cH:8][cH:9]1)[OH:37]. Reactants: [H-].C(C(C)C)[Al+]CC(C)C.C1(=CC=CC=C1)C (diisobutylaluminum hydride toluene), CC(C1=CC(=CC=C1)C(F)(F)F)=NOCC1=C(C=CC=C1)C(C(=O)OC)=NOC (methyl 2-[(α-methyl-3-trifluoromethylbenzylidene)aminooxymethyl]-α-methoxyiminophenylacetate), ClCCl (dichloromethane). Run in CO (Methanol). Reaction conditions: time 3 hour. Product: CC(C1=CC(=CC=C1)C(F)(F)F)=NOCC1=C(C=CC=C1)C(C=O)=NOC (2-[(α-methyl-3-trifluoromethylbenzylidene)aminooxymethyl]-α-methoxyiminophenylacetaldehyde). The yield is 47.3%. Reaction SMILES: [H-].C([Al+]CC(C)C)C(C)C.C1(C)C=CC=CC=1.[CH3:18][C:19](=[N:30][O:31][CH2:32][C:33]1[CH:38]=[CH:37][CH:36]=[CH:35][C:34]=1[C:39](=[N:44][O:45][CH3:46])[C:40](OC)=[O:41])[C:20]1[CH:25]=[CH:24][CH:23]=[C:22]([C:26]([F:29])([F:28])[F:27])[CH:21]=1.ClCCl>CO>[CH3:18][C:19](=[N:30][O:31][CH2:32][C:33]1[CH:38]=[CH:37][CH:36]=[CH:35][C:34]=1[C:39](=[N:44][O:45][CH3:46])[CH:40]=[O:41])[C:20]1[CH:25]=[CH:24][CH:23]=[C:22]([C:26]([F:29])([F:28])[F:27])[CH:21]=1 |f:0.1.2|. Reported procedure: 1M diisobutylaluminum hydride/toluene solution (11 ml, 16.5 mmol) was added dropwise to a mixture of methyl 2-[(α-methyl-3-trifluoromethylbenzylidene)aminooxymethyl]-α-methoxyiminophenylacetate (4.83 g, 11.8 mmol) and dichloromethane (47 ml) at -65° C. or lower over 4 minutes, and the mixture was stirred at -78° C. to room temperature for 3 hours. Methanol (7 ml) was added to the reaction mixture, and the mixture was stirred at room temperature for 1 hour. The precipitated insoluble materials we... The reactants are CCO, Cl, COc1cc(C(=O)NC2CCN(C)CC2)c(F)cc1[N+](=O)[O-], [H][H]. Yields the product COc1cc(C(=O)NC2CCN(C)CC2)c(F)cc1N. Reaction SMILES: [CH3:26][CH2:27][OH:28].[ClH:23].[F:1][c:2]1[c:3]([C:4](=[O:5])[NH:6][CH:7]2[CH2:8][CH2:9][N:10]([CH3:13])[CH2:11][CH2:12]2)[cH:14][c:15]([O:21][CH3:22])[c:16]([N+:18]([O-:19])=[O:20])[cH:17]1.[H:24][H:25]>>[F:1][c:2]1[c:3]([C:4](=[O:5])[NH:6][CH:7]2[CH2:8][CH2:9][N:10]([CH3:13])[CH2:11][CH2:12]2)[cH:14][c:15]([O:21][CH3:22])[c:16]([NH2:18])[cH:17]1. Run at time 1 hour. Procedure: 4-(5-Nitropyridin-2-yloxy)-1H-indole (3.34 g, 13.1 mmol) was dissolved in DMF (20 mL). To the solution were added 60% sodium hydride (0.523 g, 13.1 mmol) and ethyl bromoacetate (1.45 mL, 13.1 mmol) under cooling with ice, and the resulting solution was stirred for 1 hour. Ice water (150 mL) was added to the solution, and the mixture was extracted with ethyl acetate (150 mL). After the organic layer was washed with brine, then dried over anhydrous sodium sulfate, the solvent was evaporated. Thus ... Yield: 41.2%. The product is C(C)OC(CN1C=CC2=C(C=CC=C12)OC1=NC=C(C=C1)[N+](=O)[O-])=O ([4-(5-nitropyridin-2-yloxy)indol-1-yl]acetic acid ethyl ester). The reactants are Ice water, [H-].[Na+] (sodium hydride), BrCC(=O)OCC (ethyl bromoacetate), [N+](=O)([O-])C=1C=CC(=NC1)OC1=C2C=CNC2=CC=C1 (4-(5-Nitropyridin-2-yloxy)-1H-indole). Solvent: CN(C)C=O (DMF). As a reaction SMILES: [N+:1]([C:4]1[CH:5]=[CH:6][C:7]([O:10][C:11]2[CH:19]=[CH:18][CH:17]=[C:16]3[C:12]=2[CH:13]=[CH:14][NH:15]3)=[N:8][CH:9]=1)([O-:3])=[O:2].[H-].[Na+].Br[CH2:23][C:24]([O:26][CH2:27][CH3:28])=[O:25]>CN(C=O)C>[CH2:27]([O:26][C:24](=[O:25])[CH2:23][N:15]1[C:16]2[C:12](=[C:11]([O:10][C:7]3[CH:6]=[CH:5][C:4]([N+:1]([O-:3])=[O:2])=[CH:9][N:8]=3)[CH:19]=[CH:18][CH:17]=2)[CH:13]=[CH:14]1)[CH3:28] |f:1.2|.